From a dataset of the Open Reaction Database (ORD), a public repository of structured organic reaction records. describe an organic reaction: reactants, conditions, products, and yield The reactants are O (water), BrC=1C=C2C(=C(N(C(C2=CC1)=O)CC1=CC=C(C=C1)S(=O)(=O)C)C=O)C1=CC=CC=C1 (6-bromo-2-(4-methanesulfonylbenzyl)-1-oxo-4-phenyl-1,2-dihydroisoquinoline-3-carbaldehyde), C(C)[Mg]Cl (ethyl magnesium chloride). Run in C1CCOC1 (THF), C1CCOC1 (THF). Run at time 10 minute. Product: BrC=1C=C2C(=C(N(C(C2=CC1)=O)CC1=CC=C(C=C1)S(=O)(=O)C)C(CC)O)C1=CC=CC=C1 (6-bromo-3-(1-hydroxypropyl)-2-(4-methanesulfonylbenzyl)-4-phenyl-2H-isoquinolin-1-one). As a reaction SMILES: [Br:1][C:2]1[CH:3]=[C:4]2[C:9](=[CH:10][CH:11]=1)[C:8](=[O:12])[N:7]([CH2:13][C:14]1[CH:19]=[CH:18][C:17]([S:20]([CH3:23])(=[O:22])=[O:21])=[CH:16][CH:15]=1)[C:6]([CH:24]=[O:25])=[C:5]2[C:26]1[CH:31]=[CH:30][CH:29]=[CH:28][CH:27]=1.[CH2:32]([Mg]Cl)[CH3:33].O>C1COCC1>[Br:1][C:2]1[CH:3]=[C:4]2[C:9](=[CH:10][CH:11]=1)[C:8](=[O:12])[N:7]([CH2:13][C:14]1[CH:15]=[CH:16][C:17]([S:20]([CH3:23])(=[O:21])=[O:22])=[CH:18][CH:19]=1)[C:6]([CH:24]([OH:25])[CH2:32][CH3:33])=[C:5]2[C:26]1[CH:27]=[CH:28][CH:29]=[CH:30][CH:31]=1. Procedure details: To a solution of 6-bromo-2-(4-methanesulfonylbenzyl)-1-oxo-4-phenyl-1,2-dihydroisoquinoline-3-carbaldehyde (500 mg) in THF (10 ml) was added dropwise a solution of ethyl magnesium chloride in THF (2M, 0.61 ml) and the mixture was stirred at room temperature for 10 min. The reaction mixture was added to water and extracted with ethyl acetate. The organic layer was washed with water and saturated brine, and dried over anhydrous sodium sulfate. The solvent was evaporated under reduced pressure and ... Reactants: BrC=1C=C(C=NC1)C1N(CCC1)C (5-bromo-3-(1-methyl-2-pyrrolidinyl)pyridine), C1(=CC=CC=C1)P(C1=CC=CC=C1)C1=CC=CC=C1 (triphenylphosphine), C([O-])([O-])=O.[K+].[K+] (potassium carbonate), COCCOC (DME). Reagents/catalysts: [Pd] (palladium on charcoal), [Cu]I (copper(I)iodide). Run in O (water). Reaction conditions: temperature 90 celsius. The product is C(#CC)C=1C=C(C=NC1)C1N(CCC1)C (5-propynyl-3-(1-methyl-2-pyrrolidinyl)pyridine). Isolated yield 312.1%. As a reaction SMILES: Br[C:2]1[CH:3]=[C:4]([CH:8]2[CH2:12][CH2:11][CH2:10][N:9]2[CH3:13])[CH:5]=[N:6][CH:7]=1.[C:14]1(P(C2C=CC=CC=2)C2C=CC=CC=2)[CH:19]=CC=C[CH:15]=1.C(=O)([O-])[O-].[K+].[K+].COCCOC>[Pd].[Cu]I.O>[C:15]([C:2]1[CH:3]=[C:4]([CH:8]2[CH2:12][CH2:11][CH2:10][N:9]2[CH3:13])[CH:5]=[N:6][CH:7]=1)#[C:14][CH3:19] |f:2.3.4|. Procedure details: A Parr hydrogenation vessel was charged with 5-bromo-3-(1-methyl-2-pyrrolidinyl)pyridine (1 g, 4.15 mmol), 10% palladium on charcoal (106 mg, 0.1 mmol), copper(I)iodide (38 mg, 0.2 mmol), triphenylphosphine (104 mg, 0.4 mmol) and potassium carbonate (1.38 g, 10 mmol), DME (10 mL) and water (10 mL). The vessel was evacuated and propyne gas was introduced to a pressure of 20 p.s.i. The mixture was agitated and heated at 90° C. for 6 days, readmitting propyne gas as necessary. Analysis by GC at thi... Reaction conditions: temperature 20 celsius. Yields the product OC=1C(=CC2=CC=CC=C2C1)C(=O)NN=C(CC)C (3-hydroxy-N′-(1-methylpropylidene)-2-naphthohydrazide). RXN SMILES: [OH:1][C:2]1[C:3]([C:12]([NH:14][NH2:15])=[O:13])=[CH:4][C:5]2[C:10]([CH:11]=1)=[CH:9][CH:8]=[CH:7][CH:6]=2>C(C(C)=O)C>[OH:1][C:2]1[C:3]([C:12]([NH:14][N:15]=[C:2]([CH3:3])[CH2:11][CH3:10])=[O:13])=[CH:4][C:5]2[C:10]([CH:11]=1)=[CH:9][CH:8]=[CH:7][CH:6]=2. Procedure details: A four neck flask (3 liters) equipped with a thermometer, a reflux condenser and a stirrer was charged with 121.2 g (0.6 mol) of 3-hydroxy-2-naphthohydrazide and 2 liters of methyl ethyl ketone and then heated under refluxing for 5 hours. The reaction liquid was cooled down to 20° C. or lower, and then crystal was filtered off and dried under reduced pressure, whereby the intended compound (slightly yellow crystal) was obtained. The solvent is C(C)C(=O)C (methyl ethyl ketone). Reactants: OC=1C(=CC2=CC=CC=C2C1)C(=O)NN (3-hydroxy-2-naphthohydrazide).